This data is from the Open Reaction Database (ORD), a public repository of structured organic reaction records. The task is: describe an organic reaction: reactants, conditions, products, and yield Reactants: IC1=CC=C(N)C=C1 (4-iodo-aniline), O1C(=CC2=C1C=CC=C2)B(O)O (2-benzofuran-boronic acid), PdCl2(O-tolylphosphine), C(=O)([O-])[O-].[Na+].[Na+] (Na2CO3). Run in COCCOC.CCO.O (DME EtOH H2O). Reaction conditions: temperature 125 celsius. The product is O1C(=CC=C2C1=CC=C2)NC2=CC=CC=C2 (4-benzofuran-2-yl-phenylamine). Yield: 99.6%. Reaction SMILES: I[C:2]1[CH:8]=[CH:7][C:5]([NH2:6])=[CH:4][CH:3]=1.[O:9]1[C:13]2[CH:14]=[CH:15][CH:16]=[CH:17][C:12]=2[CH:11]=[C:10]1B(O)O.C([O-])([O-])=O.[Na+].[Na+]>COCCOC.CCO.O>[O:9]1[C:10]2=[CH:11][CH:12]=[CH:17][C:16]2=[CH:15][CH:14]=[C:13]1[NH:6][C:5]1[CH:7]=[CH:8][CH:2]=[CH:3][CH:4]=1 |f:2.3.4,5.6.7|. Procedure details: A mixture of 4-iodo-aniline (25.0 g, 114.1 mmol), 2-benzofuran-boronic acid (27.7 g, 171.2 mmol), PdCl2(O-tolylphosphine) (11.66 g, 14.8 mmol), and Na2CO3(60.49 g, 570.7 mmol) in DME/EtOH/H2O (4:2:1)(700 mL) was heated at 125° C. for 2 h. The reaction mixture was cooled to room temperature, filtered and washed. The solvent was removed under reduced pressure. The residue was partitioned (ethyl acetate/water) and the organic layer was washed with brine, dried over Na2SO4 and concentrated under red... Reactants: C(C1=CN=CC=C1)=O (nicotinaldehyde), [BH-](OC(=O)C)(OC(=O)C)OC(=O)C.[Na+] (NaBH(OAc)3), C(C)(=O)O (acetic acid), C(C1=CN=CC=C1)=O (nicotinaldehyde), [BH-](OC(=O)C)(OC(=O)C)OC(=O)C.[Na+] (NaBH(OAc)3), C(C)(=O)O (acetic acid), ClC=1C=C(C=CC1Cl)CC(=O)N1CCNC2CCCC(C12)N1CCCC1 (2-(3,4-Dichlorophenyl)-1-[(4aRS,8SR,8aRS)-8-(pyrrolidin-1-yl)-perhydroquinoxalin-1-yl]-ethan-1-one). The solvent is C(Cl)Cl (CH2Cl2). Conditions: time 21 hour. The product is ClC=1C=C(C=CC1Cl)CC(=O)N1CCN(C2CCCC(C12)N1CCCC1)CC=1C=NC=CC1 (2-(3,4-dichlorophenyl)-1-{(4aRS,8SR,8aRS)-4-[(pyridin-3-yl)methyl]-8-(pyrrolidin-1-yl)perhydroquinoxalin-1-yl}ethan-1-one). As a reaction SMILES: [Cl:1][C:2]1[CH:3]=[C:4]([CH2:9][C:10]([N:12]2[CH:21]3[CH:16]([CH2:17][CH2:18][CH2:19][CH:20]3[N:22]3[CH2:26][CH2:25][CH2:24][CH2:23]3)[NH:15][CH2:14][CH2:13]2)=[O:11])[CH:5]=[CH:6][C:7]=1[Cl:8].[CH:27](=O)[C:28]1[CH:33]=[CH:32][CH:31]=[N:30][CH:29]=1.[BH-](OC(C)=O)(OC(C)=O)OC(C)=O.[Na+].C(O)(=O)C>C(Cl)Cl>[Cl:1][C:2]1[CH:3]=[C:4]([CH2:9][C:10]([N:12]2[CH:21]3[CH:16]([CH2:17][CH2:18][CH2:19][CH:20]3[N:22]3[CH2:26][CH2:25][CH2:24][CH2:23]3)[N:15]([CH2:27][C:28]3[CH:29]=[N:30][CH:31]=[CH:32][CH:33]=3)[CH2:14][CH2:13]2)=[O:11])[CH:5]=[CH:6][C:7]=1[Cl:8] |f:2.3|. Procedure details: 2-(3,4-Dichlorophenyl)-1-[(4aRS,8SR,8aRS)-8-(pyrrolidin-1-yl)-perhydroquinoxalin-1-yl]-ethan-1-one (120 mg, 0.30 mmol) was dissolved in absolute CH2Cl2 (10 ml), and nicotinaldehyde (65 mg, 0.61 mmol), NaBH(OAc)3 (128 mg, 0.61 mmol) and glacial acetic acid (36 mg, 0.61 mmol) were added. The mixture was stirred at room temperature. After 21 hours, the same amounts of nicotinaldehyde, NaBH(OAc)3 and glacial acetic acid were again added and the mixture was stirred for 3.5 hours. The mixture was then...